Dataset: the Open Reaction Database (ORD), a public repository of structured organic reaction records. Task: describe an organic reaction: reactants, conditions, products, and yield Reactants: CC(C)CNc1cc2c(cc1C(F)(F)F)NC(=O)CC(c1cccc(-c3ccc(S(=O)(=O)NC(C)(C)C)cc3)c1)=N2, O=C(O)C(F)(F)F. Product: CC(C)CNc1cc2c(cc1C(F)(F)F)NC(=O)CC(c1cccc(-c3ccc(S(N)(=O)=O)cc3)c1)=N2. Reaction SMILES: [C:1]([CH3:2])([CH3:3])([CH3:4])[NH:5][S:6](=[O:7])(=[O:8])[c:9]1[cH:10][cH:11][c:12](-[c:15]2[cH:16][c:17]([C:21]3=[N:27][c:26]4[c:25]([cH:31][c:30]([C:32]([F:33])([F:34])[F:35])[c:29]([NH:36][CH2:37][CH:38]([CH3:39])[CH3:40])[cH:28]4)[NH:24][C:23](=[O:41])[CH2:22]3)[cH:18][cH:19][cH:20]2)[cH:13][cH:14]1.[F:42][C:43]([F:44])([F:45])[C:46]([OH:47])=[O:48]>>[NH2:5][S:6](=[O:7])(=[O:8])[c:9]1[cH:10][cH:11][c:12](-[c:15]2[cH:16][c:17]([C:21]3=[N:27][c:26]4[c:25]([cH:31][c:30]([C:32]([F:33])([F:34])[F:35])[c:29]([NH:36][CH2:37][CH:38]([CH3:39])[CH3:40])[cH:28]4)[NH:24][C:23](=[O:41])[CH2:22]3)[cH:18][cH:19][cH:20]2)[cH:13][cH:14]1. Reactants: CNN (methylhydrazine), ClC1=CC(=C(C=O)C=C1)F (4-chloro-2-fluorobenzaldehyde). Solvent: C(C)O (ethanol). Run at time 1 hour. Product: CNN=CC1=C(C=C(C=C1)Cl)F (4-Chloro-2-fluorobenzaldehyde (N-methyl)hydrazone). Isolated yield 94.0%. As a reaction SMILES: [CH3:1][NH:2][NH2:3].[Cl:4][C:5]1[CH:12]=[CH:11][C:8]([CH:9]=O)=[C:7]([F:13])[CH:6]=1>C(O)C>[CH3:1][NH:2][N:3]=[CH:9][C:8]1[CH:11]=[CH:12][C:5]([Cl:4])=[CH:6][C:7]=1[F:13]. Procedure details: 5.5 g (0.12 mol) of methylhydrazine were added to a solution of 19 g (0.12 mol) of 4-chloro-2-fluorobenzaldehyde in 120 ml of ethanol. After 1 hour, the mixture was concentrated, and the residue was subsequently treated with ethyl acetate. The organic phase was washed with water, dried over magnesium sulfate and finally concentrated. Yield: 94% The reactants are CCOCC (ether), N(=[N+]=[N-])C[C@@H](CC1=CC=CC=C1)NC(=O)OC(C)(C)C (1-azido-2-(R)-(BOC-amino)-3-phenylpropane), [Na+].[Cl-] (NaCl). The solvent is Cl (HCl), C(C)O (ethanol), O (water). Run at time 1.5 hour. Product: N(=[N+]=[N-])C[C@@H](CC1=CC=CC=C1)N (1-azido-2-(R)-amino-3-phenylpropane). The yield is 78.9%. Reaction SMILES: [N:1]([CH2:4][C@H:5]([NH:13]C(OC(C)(C)C)=O)[CH2:6][C:7]1[CH:12]=[CH:11][CH:10]=[CH:9][CH:8]=1)=[N+:2]=[N-:3].CCOCC.[Na+].[Cl-]>Cl.C(O)C.O>[N:1]([CH2:4][C@H:5]([NH2:13])[CH2:6][C:7]1[CH:12]=[CH:11][CH:10]=[CH:9][CH:8]=1)=[N+:2]=[N-:3] |f:2.3|. Procedure: The compound from step 164c (4.3 g, 15.6 mmol) was dissolved in 30 mL of 4N HCl in ethanol, and the reaction mixture was stirred for 1.5 hours at room temperature. The solvent was stripped and chased with ether. The residue was dissolved in water, NaCl was added, and the mixture was extracted with ethyl ether, which was discarded. The aqueous layer was adjusted to pH 12 with K2CO3, saturated with NaCl, then extracted with CHCl3. The organic extract was washed with brine, dried (Na2SO4) and filte... Starting materials: O=C([O-])O, CN(C(=O)C(C)(C)NC(=O)OCc1ccccc1)c1ccc([N+](=O)[O-])cc1C(=O)c1ccccc1F, [H][H], [Na+]. The product is CN1C(=O)C(C)(C)N=C(c2ccccc2F)c2cc([N+](=O)[O-])ccc21. Reaction SMILES: [C:37](=[O:38])([OH:39])[O-:40].[F:1][c:2]1[c:3]([C:4]([c:6]2[c:7]([N:15]([C:16](=[O:17])[C:18]([CH3:19])([CH3:20])[NH:21][C:5](=[O:22])[O:23][CH2:24][c:25]3[cH:26][cH:27][cH:28][cH:29][cH:30]3)[CH3:32])[cH:8][cH:9][c:10]([N+:12](=[O:13])[O-:14])[cH:11]2)=[O:31])[cH:33][cH:34][cH:35][cH:36]1.[H:42][H:43].[Na+:41]>>[F:1][c:2]1[c:3]([C:4]2=[N:21][C:18]([CH3:19])([CH3:20])[C:16](=[O:17])[N:15]([CH3:32])[c:7]3[c:6]2[cH:11][c:10]([N+:12](=[O:13])[O-:14])[cH:9][cH:8]3)[cH:33][cH:34][cH:35][cH:36]1. Reactants: C(C)(C)(C)OC(=O)N[C@H]([C@H](CC(CC1=CC=C(C=C1)C1=NC=CC=C1)NC(OCC1=CC=CC=C1)=O)O)CC1=CC=CC=C1 (Benzyl(3S,4S)-4-[(tert-butoxycarbonyl)amino]-3-hydroxy-5-phenyl-1-[4-(2-pyridinyl)benzyl]pentylcarbamate), COC(=O)N[C@H](C(=O)O)C(C)(C)C ((2S)-2-[(methoxycarbonyl)amino]-3,3-dimethylbutanoic acid), C(=O)([O-])[O-].[K+].[K+] (K2CO3), CCOP(=O)(OCC)ON1C(=O)C2=C(C=CC=C2)N=N1 (DEPBT). Run in C(C)(=O)OCC (ethyl acetate). Run at time 1 hour. The product is C(C1=CC=CC=C1)[C@@H]([C@H](CC(CC1=CC=C(C=C1)C1=NC=CC=C1)NC([C@H](C(C)(C)C)NC(=O)OC)=O)O)NC(OC(C)(C)C)=O (tert-butyl(1S,2S)-1-benzyl-2-hydroxy-4-({(2S)-2-[(methoxycarbonyl)amino]-3,3-dimethylbutanoyl}amino)-5-[4-(2-pyridinyl)phenyl]pentylcarbamate). Reaction SMILES: [CH3:1][O:2][C:3]([NH:5][C@@H:6]([C:10]([CH3:13])([CH3:12])[CH3:11])[C:7]([OH:9])=O)=[O:4].C([O-])([O-])=O.[K+].[K+].CCOP(ON1N=NC2C=CC=CC=2C1=O)(OCC)=O.[C:40]([O:44][C:45]([NH:47][C@@H:48]([CH2:77][C:78]1[CH:83]=[CH:82][CH:81]=[CH:80][CH:79]=1)[C@@H:49]([OH:76])[CH2:50][CH:51]([NH:65]C(=O)OCC1C=CC=CC=1)[CH2:52][C:53]1[CH:58]=[CH:57][C:56]([C:59]2[CH:64]=[CH:63][CH:62]=[CH:61][N:60]=2)=[CH:55][CH:54]=1)=[O:46])([CH3:43])([CH3:42])[CH3:41]>C(OCC)(=O)C>[CH2:77]([C@H:48]([NH:47][C:45](=[O:46])[O:44][C:40]([CH3:42])([CH3:41])[CH3:43])[C@@H:49]([OH:76])[CH2:50][CH:51]([NH:65][C:7](=[O:9])[C@@H:6]([NH:5][C:3]([O:2][CH3:1])=[O:4])[C:10]([CH3:13])([CH3:12])[CH3:11])[CH2:52][C:53]1[CH:58]=[CH:57][C:56]([C:59]2[CH:64]=[CH:63][CH:62]=[CH:61][N:60]=2)=[CH:55][CH:54]=1)[C:78]1[CH:83]=[CH:82][CH:81]=[CH:80][CH:79]=1 |f:1.2.3|. Procedure: A mixture of (2S)-2-[(methoxycarbonyl)amino]-3,3-dimethylbutanoic acid (Degussa, 8.74 g, 46.18 mmol, 1.1 equivalents), K2CO3 (11.60 g, 83.96 mmol, 2equivalents), DEPBT (15.08 g, 50.38 mmol, 1.2 equivalents) in ethyl acetate (400 mL) was stirred at room temperature under N2 for 1 hour, treated with the product of Example 111-11 (20 g, 41.98 mmol) and stirred at room temperature under N2 for 24 hrs. The reaction mixture was washed with H2O (200 mL), 10% NaHCO3 (200 mL), and H2O (2×200 mL). The org...